Dataset: the Open Reaction Database (ORD), a public repository of structured organic reaction records. Task: describe an organic reaction: reactants, conditions, products, and yield The reactants are NC1=C(C#N)C=CC(=C1)F (2-amino-4-fluorobenzonitrile), Br.BrC(C)C=1C=C(C=C2C(C=C(OC12)N1CCOCC1)=O)C(=O)N(C)C (8-(1-bromoethyl)-N,N-dimethyl-2-morpholino-4-oxo-4H-chromene-6-carboxamide hydrobromide). Product: C(#N)C1=C(C=C(C=C1)F)NC(C)C=1C=C(C=C2C(C=C(OC12)N1CCOCC1)=O)C(=O)N(C)C (8-(1-(2-cyano-5-fluorophenylamino)ethyl)-N,N-dimethyl-2-morpholino-4-oxo-4H-chromene-6-carboxamide). The yield is 43.1%. Reaction SMILES: [NH2:1][C:2]1[CH:9]=[C:8]([F:10])[CH:7]=[CH:6][C:3]=1[C:4]#[N:5].Br.Br[CH:13]([C:15]1[CH:16]=[C:17]([C:32]([N:34]([CH3:36])[CH3:35])=[O:33])[CH:18]=[C:19]2[C:24]=1[O:23][C:22]([N:25]1[CH2:30][CH2:29][O:28][CH2:27][CH2:26]1)=[CH:21][C:20]2=[O:31])[CH3:14]>>[C:4]([C:3]1[CH:6]=[CH:7][C:8]([F:10])=[CH:9][C:2]=1[NH:1][CH:13]([C:15]1[CH:16]=[C:17]([C:32]([N:34]([CH3:36])[CH3:35])=[O:33])[CH:18]=[C:19]2[C:24]=1[O:23][C:22]([N:25]1[CH2:30][CH2:29][O:28][CH2:27][CH2:26]1)=[CH:21][C:20]2=[O:31])[CH3:14])#[N:5] |f:1.2|. Procedure details: 2-amino-4-fluorobenzonitrile (111 mg, 0.82 mmol) was reacted with 8-(1-bromoethyl)-N,N-dimethyl-2-morpholino-4-oxo-4H-chromene-6-carboxamide hydrobromide (100 mg, 0.20 mmol) using an analogous procedure to the one described in Example 3.03 to give 8-(1-(2-cyano-5-fluorophenylamino)ethyl)-N,N-dimethyl-2-morpholino-4-oxo-4H-chromene-6-carboxamide (40 mg, 42%) as a white solid. Mass Spectrum: M+H+ 465. The reactants are CN(C)C=O, Cl, [Na+], [OH-], Cc1nc(Nc2ccc(F)cc2)nc(O)c1C, BrP(Br)Br. The product is Cc1nc(Nc2ccc(F)cc2)nc(Br)c1C. Reaction SMILES: [CH3:25][N:26]([CH3:27])[CH:28]=[O:29].[ClH:24].[Na+:23].[OH-:22].[OH:1][c:2]1[n:3][c:4]([NH:10][c:11]2[cH:12][cH:13][c:14]([F:17])[cH:15][cH:16]2)[n:5][c:6]([CH3:9])[c:7]1[CH3:8].[P:18]([Br:19])([Br:20])[Br:21]>>[c:2]1([Br:19])[n:3][c:4]([NH:10][c:11]2[cH:12][cH:13][c:14]([F:17])[cH:15][cH:16]2)[n:5][c:6]([CH3:9])[c:7]1[CH3:8].